The task is: describe an organic reaction: reactants, conditions, products, and yield. This data is from the Open Reaction Database (ORD), a public repository of structured organic reaction records. Reported procedure: 1-Octyl-5-cyano-6-methyl-7-nitroindoline (2.4 g) was dissolved in n-propanol and a solution of NaOH (3.0 g) in water (10 ml) was added, which was followed by refluxing for 20 hr. n-Propanol was evaporated under reduced pressure and ethyl acetate (100 ml) was added to the residue. The mixture was washed with water and dried over anhydrous sodium sulfate. Ethyl acetate was evaporated under reduced pressure. The residue was purified by silica gel column chromatography (eluent: ethyl acetate/benzene... The reactants are C(CCCCCCC)N1CCC2=CC(=C(C(=C12)[N+](=O)[O-])C)C#N (1-Octyl-5-cyano-6-methyl-7-nitroindoline), C(CC)O (n-propanol), [OH-].[Na+] (NaOH). The product is C(CCCCCCC)N1CCC2=CC(=C(C(=C12)[N+](=O)[O-])C)C(=O)O (1-octyl-5-carboxy-6-methyl-7-nitroindoline). As a reaction SMILES: [CH2:1]([N:9]1[C:17]2[C:12](=C[C:14](C#N)=[C:15](C)[C:16]=2[N+:18]([O-:20])=[O:19])[CH2:11][CH2:10]1)[CH2:2][CH2:3][CH2:4][CH2:5][CH2:6][CH2:7][CH3:8].[OH-:24].[Na+].[CH2:26]([OH:29])[CH2:27][CH3:28]>O>[CH2:1]([N:9]1[C:17]2[C:12](=[CH:28][C:27]([C:26]([OH:24])=[O:29])=[C:15]([CH3:14])[C:16]=2[N+:18]([O-:20])=[O:19])[CH2:11][CH2:10]1)[CH2:2][CH2:3][CH2:4][CH2:5][CH2:6][CH2:7][CH3:8] |f:1.2|. The solvent is O (water). Reactants: COC(=O)c1cnc2c(c1)NC(=O)CS2, [Na+], C1CCOC1, [OH-]. Product: O=C1CSc2ncc(C(=O)O)cc2N1. Reaction SMILES: [CH3:1][O:2][C:3](=[O:4])[c:5]1[cH:6][c:7]2[c:8]([n:14][cH:15]1)[S:9][CH2:10][C:11](=[O:13])[NH:12]2.[Na+:17].[O:18]1[CH2:19][CH2:20][CH2:21][CH2:22]1.[OH-:16]>>[O:2]=[C:3]([OH:4])[c:5]1[cH:6][c:7]2[c:8]([n:14][cH:15]1)[S:9][CH2:10][C:11](=[O:13])[NH:12]2. Reactants: C1=CC=CC=C1 (benzene), C1(\C=C/C(=O)O1)=O (maleic anhydride), [C]=O (carbon monoxide). Reaction conditions: temperature 220 celsius. The product is C1(=CC=CC=C1)/C=1/C(=O)OC(\C1)=O (phenylmaleic anhydride), C1(CCC(=O)O1)=O (succinic anhydride). Reaction SMILES: [C:1]1(=[O:7])[O:6][C:4](=[O:5])[CH:3]=[CH:2]1.[C]=O.[CH:10]1[CH:15]=[CH:14][CH:13]=[CH:12][CH:11]=1>>[C:10]1([C:2]2[C:1]([O:6][C:4](=[O:5])[CH:3]=2)=[O:7])[CH:15]=[CH:14][CH:13]=[CH:12][CH:11]=1.[C:4]1(=[O:5])[O:6][C:1](=[O:7])[CH2:2][CH2:3]1 |^3:7|. Procedure: In the same autoclave as used in Example 1, 50 ml of benzene, 0.98 g of maleic anhydride and 0.019 g of Rh4 (CO)12 were charged, followed by supply of carbon monoxide under 30 kg/cm2. The charge in the autoclave was heated at 220° C. for 7 hours. The reaction mixture was cooled and benzene was removed by distillation under reduced pressure. The residue was separated by silica column chromatography to obtain 0.363 g of phenylmaleic anhydride and 0.136 g of succinic anhydride. Each product was ide... Reactants: OC1=C(C2=CC=CC=C2C=C1)C=O (2-hydroxy-1-naphthaldehyde), NNC(=O)NN (carbohydrazide). The product is OC1=C(C2=CC=CC=C2C=C1)C=NNC(NN=CC1=C(C=CC2=CC=CC=C12)O)=O (Bis(2-hydroxy-1-naphthylmethylene) carbohydrazide). Yield: 97.0%. As a reaction SMILES: [OH:1][C:2]1[CH:11]=[CH:10][C:9]2[C:4](=[CH:5][CH:6]=[CH:7][CH:8]=2)[C:3]=1[CH:12]=O.[NH2:14][NH:15][C:16]([NH:18][NH2:19])=[O:17]>>[OH:1][C:2]1[CH:11]=[CH:10][C:9]2[C:4](=[CH:5][CH:6]=[CH:7][CH:8]=2)[C:3]=1[CH:12]=[N:14][NH:15][C:16](=[O:17])[NH:18][N:19]=[CH:12][C:3]1[C:4]2[C:9](=[CH:8][CH:7]=[CH:6][CH:5]=2)[CH:10]=[CH:11][C:2]=1[OH:1]. Procedure details: Following the general procedure of Example 1, condensation of 2-hydroxy-1-naphthaldehyde and carbohydrazide gave a white solid (97%): mp>285° C. (dec); 1H NMR d 11.90 (br s, 2 H); 11.05 (s, 2 H), 9.23 (s, 2 H), 8.33 (d, 2 H, J=8.4 Hz), 7.88 (d, 2 H, J=9.0 Hz), 7.87 (d, 2 H, J=7.8 Hz), 7.59 (t, 2 H, J=7.6 Hz), 7.38 (t, 2 H, J=7.5 Hz), 7.22 (d, 2 H, J=9.0 Hz); 13C NMR d 156.71, 151.56, 143.24, 131.88, 131.50, 128.72, 127.87, 127.56, 123.35, 121.58, 118.61, 109.40; MS (CI) m/e 399.0 (M +H)+; Anal. ... The reactants are C(C1=CC=CC=C1)(=O)OC1=C(C=CC=C1)OC (2-methoxyphenyl benzoate), ClS(=O)(=O)O (chlorosulfonic acid). Run in ClCCl (dichloromethane). Run at time 3 hour. Product: C(C1=CC=CC=C1)(=O)OC=1C=C(C=CC1OC)S(=O)(=O)O (3-benzoyloxy-4-methoxybenzenesulfonic acid). RXN SMILES: [C:1]([O:9][C:10]1[CH:15]=[CH:14][CH:13]=[CH:12][C:11]=1[O:16][CH3:17])(=[O:8])[C:2]1[CH:7]=[CH:6][CH:5]=[CH:4][CH:3]=1.Cl[S:19]([OH:22])(=[O:21])=[O:20]>ClCCl>[C:1]([O:9][C:10]1[CH:15]=[C:14]([S:19]([OH:22])(=[O:21])=[O:20])[CH:13]=[CH:12][C:11]=1[O:16][CH3:17])(=[O:8])[C:2]1[CH:3]=[CH:4][CH:5]=[CH:6][CH:7]=1. Procedure details: A stirred solution of 2-methoxyphenyl benzoate (10 g) in dichloromethane (100 mL) from 0°-5° C. is treated dropwise with chlorosulfonic acid (2.9 mL) and the solution is then stirred for 3 hours from 0°-5° C. The precipitate which forms is filtered off, washed with cold dichloromethane, and dried in vacuo, to give 3-benzoyloxy-4-methoxybenzenesulfonic acid (11.45 g), in the form of a white solid, m.p. 139°-140° C. The reactants are CC(C)COC1=CC(=O)C(Cc2cccc(CCO[Si](C(C)C)(C(C)C)C(C)C)c2)C1, CCCC[N+](CCCC)(CCCC)CCCC, [F-], C1CCOC1. The product is CC(C)COC1=CC(=O)C(Cc2cccc(CCO)c2)C1. As a reaction SMILES: [CH2:19]([CH:20]([CH3:21])[CH3:22])[O:23][C:24]1=[CH:25][C:26](=[O:49])[CH:27]([CH2:29][c:30]2[cH:31][c:32]([CH2:36][CH2:37][O:38][Si:39]([CH:40]([CH3:41])[CH3:42])([CH:43]([CH3:44])[CH3:45])[CH:46]([CH3:47])[CH3:48])[cH:33][cH:34][cH:35]2)[CH2:28]1.[CH3:2][CH2:3][CH2:4][CH2:5][N+:6]([CH2:7][CH2:8][CH2:9][CH3:10])([CH2:11][CH2:12][CH2:13][CH3:14])[CH2:15][CH2:16][CH2:17][CH3:18].[F-:1].[O:50]1[CH2:51][CH2:52][CH2:53][CH2:54]1>>[CH2:19]([CH:20]([CH3:21])[CH3:22])[O:23][C:24]1=[CH:25][C:26](=[O:49])[CH:27]([CH2:29][c:30]2[cH:31][c:32]([CH2:36][CH2:37][OH:38])[cH:33][cH:34][cH:35]2)[CH2:28]1. The reactants are Cl, COC(=O)c1cc(C2CCN(C(=O)OC(C)(C)C)CC2)ccc1F, C1COCCO1. Reaction SMILES: [ClH:25].[F:1][c:2]1[c:3]([C:21](=[O:22])[O:23][CH3:24])[cH:4][c:5]([CH:8]2[CH2:9][CH2:10][N:11]([C:14]([O:15][C:16]([CH3:17])([CH3:18])[CH3:19])=[O:20])[CH2:12][CH2:13]2)[cH:6][cH:7]1.[O:26]1[CH2:27][CH2:28][O:29][CH2:30][CH2:31]1>>[F:1][c:2]1[c:3]([C:21](=[O:22])[O:23][CH3:24])[cH:4][c:5]([CH:8]2[CH2:9][CH2:10][NH:11][CH2:12][CH2:13]2)[cH:6][cH:7]1. The product is COC(=O)c1cc(C2CCNCC2)ccc1F. The reactants are CC#N, C1CCC2=NCCCN2CC1, O=C(OCc1ccccc1)N1CCCC(O)(CNc2ccccc2)C1, O. The product is O=C(OCc1ccccc1)N1CCCC2(C1)CN(c1ccccc1)C(=O)O2. RXN SMILES: [CH3:38][C:39]#[N:40].[N:1]12[CH2:2][CH2:11][CH2:10][CH2:9][CH2:8][C:7]1=[N:6][CH2:5][CH2:4][CH2:3]2.[NH:12]([c:13]1[cH:14][cH:15][cH:16][cH:17][cH:18]1)[CH2:19][C:20]1([OH:36])[CH2:21][N:22]([C:26](=[O:27])[O:28][CH2:29][c:30]2[cH:31][cH:32][cH:33][cH:34][cH:35]2)[CH2:23][CH2:24][CH2:25]1.[OH2:37]>>[C:2]1(=[O:37])[N:12]([c:13]2[cH:14][cH:15][cH:16][cH:17][cH:18]2)[CH2:19][C:20]2([CH2:21][N:22]([C:26](=[O:27])[O:28][CH2:29][c:30]3[cH:31][cH:32][cH:33][cH:34][cH:35]3)[CH2:23][CH2:24][CH2:25]2)[O:36]1. The reactants are BrC1=CC=C(C=C1)C(=O)C1=NC=CC=C1O ((4-bromophenyl)(3-hydroxy-2-pyridinyl)methanone), cuprous cyanide, CN(C=O)C (dimethylformamide), C(C)(=O)OCC (ethyl acetate). The solvent is O (water), O (water), Cl (hydrochloric acid). Reaction conditions: temperature 90 celsius. Yields the product ferric chloride, OC=1C(=NC=CC1)C(=O)C1=CC=C(C#N)C=C1 (4-[(3-hydroxy-2-pyridinyl)carbonyl]benzonitrile). Yield: 45.0%. As a reaction SMILES: Br[C:2]1[CH:7]=[CH:6][C:5]([C:8]([C:10]2[C:15]([OH:16])=[CH:14][CH:13]=[CH:12][N:11]=2)=[O:9])=[CH:4][CH:3]=1.C(OCC)(=O)C.[CH3:23][N:24](C)C=O>O.Cl>[OH:16][C:15]1[C:10]([C:8]([C:5]2[CH:6]=[CH:7][C:2]([C:23]#[N:24])=[CH:3][CH:4]=2)=[O:9])=[N:11][CH:12]=[CH:13][CH:14]=1. Procedure: 10 g (35.96 mM) of (4-bromophenyl)(3-hydroxy-2-pyridinyl)methanone are mixed with 6.44 g (71.92 mM) of cuprous cyanide in 90 ml of dimethylformamide. The mixture is refluxed for 21 h. A solution of 19.25 g of ferric chloride in 42.5 ml of water and 6.7 ml of concentrated hydrochloric acid is prepared and added to the cooled reaction medium and the resulting mixture is then heated at 90° C. for 30 minutes. After cooling, ethyl acetate and water are added and the mixture is filtered on Celite. The...